The task is: describe an organic reaction: reactants, conditions, products, and yield. This data is from the Open Reaction Database (ORD), a public repository of structured organic reaction records. The reactants are COCCOc1nc(Cl)ccc1C(=O)NC1CCC(C(F)(F)F)CC1, O=[N+]([O-])O, O=S(=O)(O)O. Yields the product COCCOc1nc(Cl)c([N+](=O)[O-])cc1C(=O)NC1CCC(C(F)(F)F)CC1. As a reaction SMILES: [Cl:1][c:2]1[n:3][c:4]([O:21][CH2:22][CH2:23][O:24][CH3:25])[c:5]([C:6](=[O:7])[NH:8][CH:9]2[CH2:10][CH2:11][CH:12]([C:15]([F:16])([F:17])[F:18])[CH2:13][CH2:14]2)[cH:19][cH:20]1.[OH:26][N+:27]([O-:28])=[O:29].[S:30](=[O:31])(=[O:32])([OH:33])[OH:34]>>[Cl:1][c:2]1[n:3][c:4]([O:21][CH2:22][CH2:23][O:24][CH3:25])[c:5]([C:6](=[O:7])[NH:8][CH:9]2[CH2:10][CH2:11][CH:12]([C:15]([F:16])([F:17])[F:18])[CH2:13][CH2:14]2)[cH:19][c:20]1[N+:27](=[O:26])[O-:28].